From a dataset of the Open Reaction Database (ORD), a public repository of structured organic reaction records. describe an organic reaction: reactants, conditions, products, and yield The reactants are C1CCOC1, CO, O=C1C2CC3CC1CC(O)(C3)C2, BrCc1ccc(-c2nc3ccccc3o2)cc1. Yields the product O=C1C2CC3CC1CC(OCc1ccc(-c4nc5ccccc5o4)cc1)(C3)C2. As a reaction SMILES: [CH2:32]1[O:33][CH2:34][CH2:35][CH2:36]1.[CH3:30][OH:31].[OH:1][C:2]12[CH2:3][CH:4]3[C:5](=[O:12])[CH:6]([CH2:7][CH:8]([CH2:9]1)[CH2:10]3)[CH2:11]2.[o:13]1[c:14](-[c:22]2[cH:23][cH:24][c:25]([CH2:26][Br:27])[cH:28][cH:29]2)[n:15][c:16]2[c:17]1[cH:18][cH:19][cH:20][cH:21]2>>[O:1]([C:2]12[CH2:3][CH:4]3[C:5](=[O:12])[CH:6]([CH2:7][CH:8]([CH2:9]1)[CH2:10]3)[CH2:11]2)[CH2:26][c:25]1[cH:24][cH:23][c:22](-[c:14]2[o:13][c:17]3[c:16]([n:15]2)[cH:21][cH:20][cH:19][cH:18]3)[cH:29][cH:28]1. Reactants: FC1=C(C2=C(NC(=N2)C)C=C1)[N+](=O)[O-] (5-fluoro-2-methyl-4-nitro-1H-benzo[d]imidazole), C1COCCOCCOCCOCCOCCO1 (18-crown-6), [F-].[K+] (potassium fluoride), ClC=1C=C(C=CC1O)CC(=O)O (3-chloro-4-hydroxyphenylacetic acid). The solvent is CS(=O)C (DMSO), O (water), Cl (HCl). Run at temperature 80 celsius. Product: ClC=1C=C(C=CC1OC1=C(C2=C(NC(=N2)C)C=C1)[N+](=O)[O-])CC(=O)O (2-(3-Chloro-4-(2-methyl-4-nitro-1H-benzo[d]imidazol-5-yloxy)phenyl)acetic acid). Reaction SMILES: F[C:2]1[CH:11]=[CH:10][C:5]2[NH:6][C:7]([CH3:9])=[N:8][C:4]=2[C:3]=1[N+:12]([O-:14])=[O:13].[F-].[K+].[Cl:17][C:18]1[CH:19]=[C:20]([CH2:25][C:26]([OH:28])=[O:27])[CH:21]=[CH:22][C:23]=1[OH:24].C1OCCOCCOCCOCCOCCOC1>CS(C)=O.O.Cl>[Cl:17][C:18]1[CH:19]=[C:20]([CH2:25][C:26]([OH:28])=[O:27])[CH:21]=[CH:22][C:23]=1[O:24][C:2]1[CH:11]=[CH:10][C:5]2[NH:6][C:7]([CH3:9])=[N:8][C:4]=2[C:3]=1[N+:12]([O-:14])=[O:13] |f:1.2|. Procedure details: Under an N2 atmosphere, 5-fluoro-2-methyl-4-nitro-1H-benzo[d]imidazole (0.233 g, 1.19 mmol) was treated with Al2O3 supported potassium fluoride (0.583 g, 40 wt. %), 3-chloro-4-hydroxyphenylacetic acid (0.223 g, 1.19 mmol) and 18-crown-6 (0.031 g, 0.119 mmol) in DMSO (1 mL). The reaction was heated 80° C. for 20 h. Upon cooling to room temperature, the reaction was diluted with water and 1N HCl was added to pH 5. The reaction was extracted with ethyl acetate (3×). The organics were combined, drie... Starting materials: COC=1C=C2CC(CC2=CC1)C1=CC=CC=C1 (5-methoxy-2-phenylindane), Br (HBr). Yields the product C1(=CC=CC=C1)C1CC2=CC=C(C=C2C1)O (2-phenylindan-5-ol). RXN SMILES: C[O:2][C:3]1[CH:4]=[C:5]2[C:9](=[CH:10][CH:11]=1)[CH2:8][CH:7]([C:12]1[CH:17]=[CH:16][CH:15]=[CH:14][CH:13]=1)[CH2:6]2.Br>>[C:12]1([CH:7]2[CH2:6][C:5]3[C:9](=[CH:10][CH:11]=[C:3]([OH:2])[CH:4]=3)[CH2:8]2)[CH:17]=[CH:16][CH:15]=[CH:14][CH:13]=1. Procedure details: Mixture of 5-methoxy-2-phenylindane (200 mg) and concentrated HBr (4 ml) was refluxed for 5.5 h. Reaction mixture was allowed to cool to room temperature and 20 ml of ice water and it was extracted with methylenechloride. The combined organic layers were washed with brine and dried with Na2SO4. The solvents were evaporated to give 2-phenylindan-5-ol. 1H-NMR (400 MHz, d6-DMSO): 9.05 (bs, 1H), 7.3-7.28 (m, 4H), 7.26-7.15 (m, 1H), 7.0 (d, 1H, J 8.1 Hz), 6.64 (d, 1H, J 1.9 Hz), 6.55 (dd, 1H, J 1.9, ... Reactants: COC(C(=O)O)(C)C1=CC=CC=C1 ((RS)-2-Methoxy-2-phenyl-propionic acid), NCC1=CC=C(C#N)C=C1 (4-aminomethyl benzonitrile). The product is C(#N)C1=CC=C(CNC(C(C)(C2=CC=CC=C2)OC)=O)C=C1 ((RS)-N-(4-cyano-benzyl)-2-methoxy-2-phenyl-propionamide). Reaction SMILES: [CH3:1][O:2][C:3]([C:8]1[CH:13]=[CH:12][CH:11]=[CH:10][CH:9]=1)([CH3:7])[C:4]([OH:6])=O.[NH2:14][CH2:15][C:16]1[CH:23]=[CH:22][C:19]([C:20]#[N:21])=[CH:18][CH:17]=1>>[C:15]([C:16]1[CH:23]=[CH:22][C:19]([CH2:20][NH:21][C:4](=[O:6])[C:3]([O:2][CH3:1])([C:8]2[CH:13]=[CH:12][CH:11]=[CH:10][CH:9]=2)[CH3:7])=[CH:18][CH:17]=1)#[N:14]. Procedure: (RS)-2-Methoxy-2-phenyl-propionic acid was reacted with 4-aminomethyl benzonitrile according to general procedure B to give (RS)-N-(4-cyano-benzyl)-2-methoxy-2-phenyl-propionamide. Off-white, waxy solid. MS 295.0 ([M+H]+)